From a dataset of the Open Reaction Database (ORD), a public repository of structured organic reaction records. describe an organic reaction: reactants, conditions, products, and yield Starting materials: COC(=O)C=1C(=NC(=C(C1)Cl)N)OC (methyl-6-amino-5-chloro-2-methoxypyridine-3-carboxylate), [OH-].[Na+] (NaOH), O (H2O). Run in CO (MeOH). Yields the product NC1=C(C=C(C(=N1)OC)C(=O)O)Cl (6-Amino-5-chloro-2-methoxypyridine-3-carboxylic Acid). Reaction SMILES: C[O:2][C:3]([C:5]1[C:6]([O:13][CH3:14])=[N:7][C:8]([NH2:12])=[C:9]([Cl:11])[CH:10]=1)=[O:4].[OH-].[Na+].O>CO>[NH2:12][C:8]1[N:7]=[C:6]([O:13][CH3:14])[C:5]([C:3]([OH:4])=[O:2])=[CH:10][C:9]=1[Cl:11] |f:1.2|. Procedure details: A solution of methyl-6-amino-5-chloro-2-methoxypyridine-3-carboxylate (0.32 g) in MeOH (5 mL) was treated with 2.5N NaOH (0.6 mL) and H2O (5 mL) and the reaction stirred at room temperature until the reaction was complete by TLC. The MeOH was removed by rotary evaporation and the residue carefully acidified with 5N HCl to give the title compound which was collected and dried (0.15 g). Reactants: ClCCl, CCCCc1nc2c(N)nc3ccccc3c2n1CCCCN, O=S(=O)(Cl)c1ccccc1, c1ccncc1. The product is CCCCc1nc2c(N)nc3ccccc3c2n1CCCCNS(=O)(=O)c1ccccc1. As a reaction SMILES: [Cl:34][CH2:35][Cl:36].[NH2:11][CH2:12][CH2:13][CH2:14][CH2:15][n:16]1[c:17]([CH2:30][CH2:31][CH2:32][CH3:33])[n:18][c:19]2[c:20]([NH2:29])[n:21][c:22]3[cH:23][cH:24][cH:25][cH:26][c:27]3[c:28]12.[c:1]1([S:7](=[O:8])(=[O:9])[Cl:10])[cH:2][cH:3][cH:4][cH:5][cH:6]1.[cH:37]1[cH:38][cH:39][n:40][cH:41][cH:42]1>>[c:1]1([S:7](=[O:8])(=[O:9])[NH:11][CH2:12][CH2:13][CH2:14][CH2:15][n:16]2[c:17]([CH2:30][CH2:31][CH2:32][CH3:33])[n:18][c:19]3[c:20]([NH2:29])[n:21][c:22]4[cH:23][cH:24][cH:25][cH:26][c:27]4[c:28]23)[cH:2][cH:3][cH:4][cH:5][cH:6]1. The reactants are C(C)(C)(C)C1=CC=C(C=C1)N1C(N(C(C1=O)(C)C)CC1=CC=2N(C=C1)OC(N2)=S)=O (3-(4-tert-butylphenyl)-5,5-dimethyl-1-[(2-thioxo-2H-[1,2,4]oxadiazolo[2,3-a]pyridin-7-yl)methyl]imidazolidine-2,4-dione), N1(CCCC1)CCCN (3-pyrrolidin-1-ylpropan-1-amine). Run in O (water), CS(=O)C (dimethyl sulphoxide). Run at temperature 100 celsius, time 40 minute. The product is C(C)(C)(C)C1=CC=C(C=C1)N1C(N(C(C1=O)(C)C)CC1=CC(=NC=C1)NC(=O)NCCCN1CCCC1)=O (1-(4-{[3-(4-tert-butylphenyl)-5,5-dimethyl-2,4-dioxoimidazolidin-1-yl]methyl}pyridin-2-yl)-3-(3-pyrrolidin-1-ylpropyl)urea). Yield: 15.1%. Reaction SMILES: [C:1]([C:5]1[CH:10]=[CH:9][C:8]([N:11]2[C:15](=[O:16])[C:14]([CH3:18])([CH3:17])[N:13]([CH2:19][C:20]3[CH:25]=[CH:24][N:23]4[O:26][C:27](=S)[N:28]=[C:22]4[CH:21]=3)[C:12]2=[O:30])=[CH:7][CH:6]=1)([CH3:4])([CH3:3])[CH3:2].[N:31]1([CH2:36][CH2:37][CH2:38][NH2:39])[CH2:35][CH2:34][CH2:33][CH2:32]1>CS(C)=O.O>[C:1]([C:5]1[CH:10]=[CH:9][C:8]([N:11]2[C:15](=[O:16])[C:14]([CH3:18])([CH3:17])[N:13]([CH2:19][C:20]3[CH:25]=[CH:24][N:23]=[C:22]([NH:28][C:27]([NH:39][CH2:38][CH2:37][CH2:36][N:31]4[CH2:35][CH2:34][CH2:33][CH2:32]4)=[O:26])[CH:21]=3)[C:12]2=[O:30])=[CH:7][CH:6]=1)([CH3:4])([CH3:3])[CH3:2]. Procedure: To a solution of 100 mg of 3-(4-tert-butylphenyl)-5,5-dimethyl-1-[(2-thioxo-2H-[1,2,4]oxadiazolo[2,3-a]pyridin-7-yl)methyl]imidazolidine-2,4-dione obtained in stage b) below in 2 mL of dimethyl sulphoxide are added 120 mg of 3-pyrrolidin-1-ylpropan-1-amine. The solution is stirred at a temperature of 100° C. for 1 hour 40 minutes. After cooling to a temperature in the region of 20° C., the reaction medium is diluted with water, the suspension is filtered and the precipitate is purified by chroma... Starting materials: O (Water), FC(C(=O)O)(F)F (Trifluoroacetic acid), C(C)(C)(C)OC(NC(C1=CC=C(C=C1)OC)C1CCC(CC1)O)=O ([(4-Hydroxy-cyclohexyl)-(4-methoxy-phenyl)-methyl]-carbamic acid tert-butyl ester), Cl (hydrochloric acid). The solvent is C(C)#N (acetonitrile), ClCCl (dichloromethane). Run at time 2 hour. Yields the product NC(C1CCC(CC1)O)C1=CC=C(C=C1)OC (4-[Amino-(4-methoxy-phenyl)-methyl]-cyclohexanol). The yield is 117.1%. As a reaction SMILES: FC(F)(F)C(O)=O.C(OC(=O)[NH:14][CH:15]([CH:24]1[CH2:29][CH2:28][CH:27]([OH:30])[CH2:26][CH2:25]1)[C:16]1[CH:21]=[CH:20][C:19]([O:22][CH3:23])=[CH:18][CH:17]=1)(C)(C)C.Cl.O>ClCCl.C(#N)C>[NH2:14][CH:15]([C:16]1[CH:21]=[CH:20][C:19]([O:22][CH3:23])=[CH:18][CH:17]=1)[CH:24]1[CH2:29][CH2:28][CH:27]([OH:30])[CH2:26][CH2:25]1. Procedure: Trifluoroacetic acid (0.31 mL) was added to a solution of [(4-hydroxy-cyclohexyl)-(4-methoxy-phenyl)-methyl]-carbamic acid tert-butyl ester (34, 101 mg) in dichloromethane (6 mL). After stirring for 2 hours, 2M hydrochloric acid (3 mL) was added. Evaporation gave crude product as a colourless solid. Water and acetonitrile were added and the mixture was concentrated and then freeze dried to give 83 mg of 4-[amino-(4-methoxy-phenyl)-methyl]-cyclohexanol (35) as the hydrochloride salt. Rt=0.71 min ... Reaction SMILES: [CH3:13][O:14][NH2:15].[CH3:16][CH2:17][OH:18].[ClH:12].[O:1]=[C:2]([C:3](=[O:4])[O:5][CH2:6][CH3:7])[CH2:8][C:9]([CH3:10])=[O:11]>>[C:2]([C:3](=[O:4])[O:5][CH2:6][CH3:7])([CH2:8][C:9]([CH3:10])=[O:11])=[N:15][O:14][CH3:13]. Product: CCOC(=O)C(CC(C)=O)=NOC. The reactants are CON, CCO, Cl, CCOC(=O)C(=O)CC(C)=O. Reactants: O=C([O-])[O-], C1COCCO1, Clc1ccc(Cl)nn1, OB(O)Oc1ccc(Cl)cc1, [Na+], [Na+], O. Yields the product Clc1ccc(-c2ccc(Cl)nn2)cc1. Reaction SMILES: [C:20](=[O:21])([O-:22])[O-:23].[CH2:27]1[O:28][CH2:29][CH2:30][O:31][CH2:32]1.[Cl:12][c:13]1[n:14][n:15][c:16]([Cl:19])[cH:17][cH:18]1.[Cl:1][c:2]1[cH:3][cH:4][c:5]([O:8][B:9]([OH:10])[OH:11])[cH:6][cH:7]1.[Na+:24].[Na+:25].[OH2:26]>>[Cl:1][c:2]1[cH:3][cH:4][c:5](-[c:16]2[n:15][n:14][c:13]([Cl:12])[cH:18][cH:17]2)[cH:6][cH:7]1. The reactants are C(CCC)OCCCN (3-butoxy propylamine), C(=O)(N)NNC(=O)N (hydrazodicarbonamide). The solvent is CN1C(CCC1)=O (N-methyl pyrrolidone). The product is C(CCC)OCCCN1C(NNC1=O)=O (4-(3-butoxypropyl)-1,2,4-triazolidine-3,5-dione), crystals. Reaction SMILES: [CH2:1]([O:5][CH2:6][CH2:7][CH2:8][NH2:9])[CH2:2][CH2:3][CH3:4].[C:10]([NH:13][NH:14][C:15](N)=[O:16])(N)=[O:11]>CN1CCCC1=O>[CH2:1]([O:5][CH2:6][CH2:7][CH2:8][N:9]1[C:15](=[O:16])[NH:14][NH:13][C:10]1=[O:11])[CH2:2][CH2:3][CH3:4]. Procedure details: 131 g of 3-butoxy propylamine and 120 g of hydrazodicarbonamide are stirred in 300 ml of N-methyl pyrrolidone for 1 hour at 150° C., for 2 hours at 175° C. and for 6 hours at 200° C. A deposit is precipitated on cooling which is isolated by filtration under suction and recrystallised from cyclohexane, giving 152 g (75% of the theoretical yield) of 4-(3-butoxypropyl)-1,2,4-triazolidine-3,5-dione in the form of colourless crystals melting at 83° to 85° C. Reported procedure: To a stirred suspension of 5α-pregnan-3β-ol-20-one (110) (200 g; 0.628 mol) in pyridine (1750 mL) was added acetic anhydride (593 mL; 6.28 mol). Solid was dissolved after 2 hours and the reaction was left for overnight at room temperature. The reaction mixture was diluted with diethyl ether (5 L) and transferred into a 12 L separatory funnel. The mixture was stirred, while 10% HCl (150 mL) was added by careful monitoring of temperature (maximum temp 35° C.) by an ice bath. The organic layer was ... RXN SMILES: [CH3:1][C:2]([C@@H:4]1[C@@:8]2([CH3:23])[CH2:9][CH2:10][C@@H:11]3[C@@:16]4([CH3:22])[CH2:17][CH2:18][C@H:19]([OH:21])[CH2:20][C@@H:15]4[CH2:14][CH2:13][C@H:12]3[C@@H:7]2[CH2:6][CH2:5]1)=[O:3].[C:24](OC(=O)C)(=[O:26])[CH3:25].Cl>N1C=CC=CC=1.C(OCC)C>[C:24]([O:21][C@H:19]1[CH2:18][CH2:17][C@@:16]2([CH3:22])[C@@H:15]([CH2:14][CH2:13][C@@H:12]3[C@@H:11]2[CH2:10][CH2:9][C@@:8]2([CH3:23])[C@H:7]3[CH2:6][CH2:5][C@@H:4]2[C:2](=[O:3])[CH3:1])[CH2:20]1)(=[O:26])[CH3:25]. Reactants: C(C)(=O)OC(C)=O (acetic anhydride), CC(=O)[C@H]1CC[C@@H]2[C@@]1(CC[C@H]3[C@H]2CC[C@@H]4[C@@]3(CC[C@@H](C4)O)C)C (5α-pregnan-3β-ol-20-one), Cl (HCl). The yield is 98.5%. Reaction conditions: time 8 hour. Run in C(C)OCC (diethyl ether), N1=CC=CC=C1 (pyridine). The product is C(C)(=O)O[C@@H]1C[C@@H]2CC[C@H]3[C@@H]4CC[C@H](C(C)=O)[C@]4(CC[C@@H]3[C@]2(CC1)C)C (3β-Acetoxy-5α-pregnan-20-one).